From a dataset of the Open Reaction Database (ORD), a public repository of structured organic reaction records. describe an organic reaction: reactants, conditions, products, and yield The reactants are NCCCBr, Br, CCOCC, CCCCCC, CCN(C(C)C)C(C)C, ClCCl, O=C(Cl)OCC1c2ccccc2-c2ccccc21. The product is O=C(NCCCBr)OCC1c2ccccc2-c2ccccc21. RXN SMILES: [Br:2][CH2:3][CH2:4][CH2:5][NH2:6].[BrH:1].[CH2:40]([O:41][CH2:42][CH3:43])[CH3:44].[CH3:34][CH2:35][CH2:36][CH2:37][CH2:38][CH3:39].[CH:7]([N:8]([CH:9]([CH3:10])[CH3:11])[CH2:12][CH3:13])([CH3:14])[CH3:15].[Cl:45][CH2:46][Cl:47].[cH:16]1[cH:17][cH:18][cH:19][c:20]2[c:28]1[CH:27]([CH2:29][O:30][C:31](=[O:32])[Cl:33])[c:26]1[c:21]-2[cH:22][cH:23][cH:24][cH:25]1>>[Br:2][CH2:3][CH2:4][CH2:5][NH:6][C:31]([O:30][CH2:29][CH:27]1[c:26]2[c:21]([cH:22][cH:23][cH:24][cH:25]2)-[c:20]2[cH:19][cH:18][cH:17][cH:16][c:28]21)=[O:32]. Isolated yield 94.5%. Procedure: To a solution of 5-bromopyridine-3-carboxylic acid methyl ester (2 g, 9.3 mmol) in toluene (50 ml) was added tetrakis-(triphenylphosphine)-palladium (0) (320 mg, 0.28 mmol) followed by LiCl (785 mg, 18.5 mmol) and the mixture was stirred 30 min at 20° C. Then 3,4-dichlorophenyl boronic acid (50 wt % in THF/H2O 9:1) (3.7 g, 3.3 ml, 9.7 mmol) and 2N aq. K2CO3 (11.3 ml, 2.5 eq.) were added and the stirred mixture heated under an argon atmosphere at 100° C. for 23 h. After cooling, H2O was added (25... Solvent: C1(=CC=CC=C1)C (toluene), O (H2O). Starting materials: COC(=O)C=1C=NC=C(C1)Br (5-bromopyridine-3-carboxylic acid methyl ester), [Li+].[Cl-] (LiCl), ClC=1C=C(C=CC1Cl)B(O)O (3,4-dichlorophenyl boronic acid), C(=O)([O-])[O-].[K+].[K+] (K2CO3). Reagents/catalysts: [Pd].C1(=CC=CC=C1)P(C1=CC=CC=C1)C1=CC=CC=C1.C1(=CC=CC=C1)P(C1=CC=CC=C1)C1=CC=CC=C1.C1(=CC=CC=C1)P(C1=CC=CC=C1)C1=CC=CC=C1.C1(=CC=CC=C1)P(C1=CC=CC=C1)C1=CC=CC=C1 (tetrakis-(triphenylphosphine)-palladium (0)). Run at temperature 20 celsius, time 30 minute. RXN SMILES: [CH3:1][O:2][C:3]([C:5]1[CH:6]=[N:7][CH:8]=[C:9](Br)[CH:10]=1)=[O:4].[Li+].[Cl-].[Cl:14][C:15]1[CH:16]=[C:17](B(O)O)[CH:18]=[CH:19][C:20]=1[Cl:21].C([O-])([O-])=O.[K+].[K+]>C1(C)C=CC=CC=1.[Pd].C1(P(C2C=CC=CC=2)C2C=CC=CC=2)C=CC=CC=1.C1(P(C2C=CC=CC=2)C2C=CC=CC=2)C=CC=CC=1.C1(P(C2C=CC=CC=2)C2C=CC=CC=2)C=CC=CC=1.C1(P(C2C=CC=CC=2)C2C=CC=CC=2)C=CC=CC=1.O>[CH3:1][O:2][C:3](=[O:4])[C:5]1[CH:10]=[C:9]([C:18]2[CH:17]=[CH:16][C:15]([Cl:14])=[C:20]([Cl:21])[CH:19]=2)[CH:8]=[N:7][CH:6]=1 |f:1.2,4.5.6,8.9.10.11.12|. The product is COC(C1=CN=CC(=C1)C1=CC(=C(C=C1)Cl)Cl)=O (5-(3,4-Dichloro-phenyl)-nicotinic Acid Methyl Ester). The reactants are trans-cyclohexane diamine, COC(=O)C=1SC(=CC1Br)C#CC(C)(C)C (3-bromo-5-(3,3-dimethyl-but-1-ynyl)-thiophene-2-carboxylic acid methyl ester), C(=O)([O-])[O-].[K+].[K+] (K2CO3), C1(CCCCC1)C1CO[C@](C(N1)=O)(C)CCCO ((R)-5-cyclohexyl-2-(3-hydroxy-propyl)-2-methyl-morpholin-3-one). Reagents/catalysts: [Cu]I (CuI). Solvent: O1CCOCC1 (1,4-dioxane). Reaction conditions: temperature 120 celsius, time 18 hour. Yields the product COC(=O)C=1SC(=CC1N1C([C@@](OC[C@H]1C1CCCCC1)(C)CCCO)=O)C#CC(C)(C)C (3-[(2R,5R)-5-Cyclohexyl-2-(3-hydroxy-propyl)-2-methyl-3-oxo-morpholin-4-yl]-5-(3,3-dimethyl-but-1-ynyl)-thiophene-2-carboxylic acid methyl ester). Isolated yield 26.3%. RXN SMILES: [CH3:1][O:2][C:3]([C:5]1[S:6][C:7]([C:11]#[C:12][C:13]([CH3:16])([CH3:15])[CH3:14])=[CH:8][C:9]=1Br)=[O:4].C([O-])([O-])=O.[K+].[K+].[CH:23]1([CH:29]2[NH:34][C:33](=[O:35])[C@:32]([CH2:37][CH2:38][CH2:39][OH:40])([CH3:36])[O:31][CH2:30]2)[CH2:28][CH2:27][CH2:26][CH2:25][CH2:24]1>[Cu]I.O1CCOCC1>[CH3:1][O:2][C:3]([C:5]1[S:6][C:7]([C:11]#[C:12][C:13]([CH3:16])([CH3:15])[CH3:14])=[CH:8][C:9]=1[N:34]1[C@H:29]([CH:23]2[CH2:28][CH2:27][CH2:26][CH2:25][CH2:24]2)[CH2:30][O:31][C@@:32]([CH2:37][CH2:38][CH2:39][OH:40])([CH3:36])[C:33]1=[O:35])=[O:4] |f:1.2.3|. Procedure: To a 10 mL vial was added trans-cyclohexane diamine (13.4 mg, 0.12 mmol, 1.0 equiv), 3-bromo-5-(3,3-dimethyl-but-1-ynyl)-thiophene-2-carboxylic acid methyl ester (70.8 mg, 0.24 mmol, 2.0 equiv), K2CO3 (32.5 mg, 0.24 mmol, 2.0 equiv), CuI (22 mg, 0.12 mmol, 1.0 equiv), (R)-5-cyclohexyl-2-(3-hydroxy-propyl)-2-methyl-morpholin-3-one (30 mg, 0.12 mmol, 1.0 equiv) and 1,4-dioxane (0.4 mL). The mixture was flushed with N2 and stirred at 120° C. for 18 hours. The mixture was filtered through celite and... Starting materials: C1(=CC=CC=C1)P(C1=CC=CC=C1)(C1=CC=CC=C1)=O (triphenylphosphine oxide), FC(S(=O)(=O)OS(=O)(=O)C(F)(F)F)(F)F (trifluoromethanesulfonic anhydride), [N+](=O)([O-])C=1C=CC=C2C=C(NC12)C(=O)NCCSC(C1=CC=CC=C1)(C1=CC=CC=C1)C1=CC=CC=C1 (7-nitro-N-[2-(tritylthio)ethyl]-1H-indole-2-carboxamide). Solvent: ClCCl (dichloromethane). Reaction conditions: time 10 minute. The product is S1C(=NCC1)C=1NC2=C(C=CC=C2C1)[N+](=O)[O-] (2-(4,5-Dihydro-1,3-thiazol-2-yl)-7-nitro-1H-indole). The yield is 81.3%. RXN SMILES: C1(P(=O)(C2C=CC=CC=2)C2C=CC=CC=2)C=CC=CC=1.FC(F)(F)S(OS(C(F)(F)F)(=O)=O)(=O)=O.[N+:36]([C:39]1[CH:40]=[CH:41][CH:42]=[C:43]2[C:47]=1[NH:46][C:45]([C:48]([NH:50][CH2:51][CH2:52][S:53]C(C1C=CC=CC=1)(C1C=CC=CC=1)C1C=CC=CC=1)=O)=[CH:44]2)([O-:38])=[O:37]>ClCCl>[S:53]1[CH2:52][CH2:51][N:50]=[C:48]1[C:45]1[NH:46][C:47]2[C:43]([CH:44]=1)=[CH:42][CH:41]=[CH:40][C:39]=2[N+:36]([O-:38])=[O:37]. Reported procedure: To a solution of triphenylphosphine oxide (16.7 g) in dichloromethane (30 mL) was slowly added trifluoromethanesulfonic anhydride (5.0 mL) at 0° C., and the mixture was stirred for 10 min and 7-nitro-N-[2-(tritylthio)ethyl]-1H-indole-2-carboxamide (10.1 g) was added. The reaction mixture was stirred at room temperature for 8 hr and concentrated. Saturated aqueous sodium hydrogen carbonate was added, and the mixture was extracted with ethyl acetate. The ethyl acetate layer was washed with saturat... Starting materials: [BH3-]C#N, CC(=O)O, CO, [Na+], O=C1CCCCC1, NCCCCNC(=O)c1ccc(CN(Cc2ncc[nH]2)Cc2ncc[nH]2)cc1. Yields the product O=C(NCCCCNC1CCCCC1)c1ccc(CN(Cc2ncc[nH]2)Cc2ncc[nH]2)cc1. RXN SMILES: [C:36]([BH3-:37])#[N:38].[CH3:40][C:41](=[O:42])[OH:43].[CH3:44][OH:45].[Na+:39].[O:29]=[C:30]1[CH2:31][CH2:32][CH2:33][CH2:34][CH2:35]1.[nH:1]1[c:2]([CH2:6][N:7]([CH2:8][c:9]2[nH:10][cH:11][cH:12][n:13]2)[CH2:14][c:15]2[cH:16][cH:17][c:18]([C:19](=[O:20])[NH:21][CH2:22][CH2:23][CH2:24][CH2:25][NH2:26])[cH:27][cH:28]2)[n:3][cH:4][cH:5]1>>[nH:1]1[c:2]([CH2:6][N:7]([CH2:8][c:9]2[n:10][cH:11][cH:12][nH:13]2)[CH2:14][c:15]2[cH:16][cH:17][c:18]([C:19](=[O:20])[NH:21][CH2:22][CH2:23][CH2:24][CH2:25][NH:26][CH:30]3[CH2:31][CH2:32][CH2:33][CH2:34][CH2:35]3)[cH:27][cH:28]2)[n:3][cH:4][cH:5]1. The reactants are C(C)(C)(C)OC(NCCOC=1C=NC=C(C1)C=1C=C2CCC(N(C2=CC1)C)=O)=O ({2-[5-(1-Methyl-2-oxo-1,2,3,4-tetrahydro-quinolin-6-yl)-pyridin-3-yloxy]-ethyl}-carbamic acid tert-butyl ester), Cl (HCl), O1CCOCC1 (dioxane). Run in CO (MeOH). Product: Cl.NCCOC=1C=C(C=NC1)C=1C=C2CCC(N(C2=CC1)C)=O (6-[5-(2-Amino-ethoxy)-pyridin-3-yl]-1-methyl-3,4-dihydro-1H-quinolin-2-one hydrochloride). Yield: 91.0%. RXN SMILES: C(OC(=O)[NH:7][CH2:8][CH2:9][O:10][C:11]1[CH:12]=[N:13][CH:14]=[C:15]([C:17]2[CH:18]=[C:19]3[C:24](=[CH:25][CH:26]=2)[N:23]([CH3:27])[C:22](=[O:28])[CH2:21][CH2:20]3)[CH:16]=1)(C)(C)C.[ClH:30].O1CCOCC1>CO>[ClH:30].[NH2:7][CH2:8][CH2:9][O:10][C:11]1[CH:16]=[C:15]([C:17]2[CH:18]=[C:19]3[C:24](=[CH:25][CH:26]=2)[N:23]([CH3:27])[C:22](=[O:28])[CH2:21][CH2:20]3)[CH:14]=[N:13][CH:12]=1 |f:4.5|. Procedure: To a solution of {2-[5-(1-methyl-2-oxo-1,2,3,4-tetrahydro-quinolin-6-yl)-pyridin-3-yloxy]-ethyl}-carbamic acid tert-butyl ester (example 39, 0.06 g, 0.151 mmol) in MeOH (1 mL) was added 4M HCl in dioxane (0.151 mL, 0.604 mmol) and the reaction mixture was stirred at room temperature over night. The resulting suspension was filtered off and the solid material was triturated in diethyl ether, filtered off and further dried in a high vacuum to give the title compound (0.046 g, 91%) as a white solid...